From a dataset of the Open Reaction Database (ORD), a public repository of structured organic reaction records. describe an organic reaction: reactants, conditions, products, and yield The reactants are C(C)(=O)O[C@@H](CC(=O)O)CBr ((S)-3-acetoxy-4-bromobutyric acid), C(C)(C)NC(C)C (diisopropylamine). Solvent: O (water). Run at time 2 hour. Yields the product C(C)(C)NC(C)C.O1[C@@H](CC(=O)O)C1 ((S)-3,4-epoxybutyric acid diisopropylamine salt). Reaction SMILES: C([O:4][C@H:5]([CH2:10]Br)[CH2:6][C:7]([OH:9])=[O:8])(=O)C.[CH:12]([NH:15][CH:16]([CH3:18])[CH3:17])([CH3:14])[CH3:13]>O>[CH:12]([NH:15][CH:16]([CH3:18])[CH3:17])([CH3:14])[CH3:13].[O:4]1[CH2:10][C@@H:5]1[CH2:6][C:7]([OH:9])=[O:8] |f:3.4|. Reported procedure: To a 2 l of three-necked flask equipped with thermometer pH meter and mechanical stirrer were charged distilled water (1 l), (S)-3-acetoxy-4-bromobutyric acid (90 g, 0.4 mol) and diisopropylamine (121 g, 1.2 mol). The reaction mixture was stirred at 0˜5° C. for 2 hours to afford (S)-3,4-epoxybutyric acid diisopropylamine salt. Over 99% of conversion was detected by NMR.